Dataset: the Open Reaction Database (ORD), a public repository of structured organic reaction records. Task: describe an organic reaction: reactants, conditions, products, and yield RXN SMILES: Br[C:2]1[CH:7]=[CH:6][C:5]([C:8]2[O:12][N:11]=[C:10]([CH3:13])[C:9]=2[CH:14]([OH:28])[CH2:15][S:16][CH2:17][C:18]2[CH:23]=[CH:22][CH:21]=[C:20]([C:24]([F:27])([F:26])[F:25])[CH:19]=2)=[CH:4][CH:3]=1.[CH2:29]([O:31][C:32]([C:34]1([C:37]2[CH:42]=[CH:41][C:40](B3OC(C)(C)C(C)(C)O3)=[CH:39][CH:38]=2)[CH2:36][CH2:35]1)=[O:33])[CH3:30]>>[CH2:29]([O:31][C:32]([C:34]1([C:37]2[CH:42]=[CH:41][C:40]([C:2]3[CH:3]=[CH:4][C:5]([C:8]4[O:12][N:11]=[C:10]([CH3:13])[C:9]=4[CH:14]([OH:28])[CH2:15][S:16][CH2:17][C:18]4[CH:23]=[CH:22][CH:21]=[C:20]([C:24]([F:26])([F:27])[F:25])[CH:19]=4)=[CH:6][CH:7]=3)=[CH:39][CH:38]=2)[CH2:35][CH2:36]1)=[O:33])[CH3:30]. Procedure: Prepared according to the procedure described in Example 2, using 1-[5-(4-bromo-phenyl)-3-methyl-isoxazol-4-yl]-2-(3-trifluoromethyl-benzylsulfanyl)-ethanol and 1-[4-(4,4,5,5-tetramethyl-[1,3,2]dioxaborolan-2-yl)-phenyl]-cyclopropanecarboxylic acid ethyl ester. The reactants are BrC1=CC=C(C=C1)C1=C(C(=NO1)C)C(CSCC1=CC(=CC=C1)C(F)(F)F)O (1-[5-(4-bromo-phenyl)-3-methyl-isoxazol-4-yl]-2-(3-trifluoromethyl-benzylsulfanyl)-ethanol), C(C)OC(=O)C1(CC1)C1=CC=C(C=C1)B1OC(C(O1)(C)C)(C)C (1-[4-(4,4,5,5-tetramethyl-[1,3,2]dioxaborolan-2-yl)-phenyl]-cyclopropanecarboxylic acid ethyl ester). Yields the product C(C)OC(=O)C1(CC1)C1=CC=C(C=C1)C1=CC=C(C=C1)C1=C(C(=NO1)C)C(CSCC1=CC(=CC=C1)C(F)(F)F)O (1-(4′-{-4-[1-Hydroxy-2-(3-trifluoromethyl-benzylsulfanyl)-ethyl]-3-methyl-isoxazol-5-yl}-biphenyl-4-yl)-cyclopropanecarboxylic acid ethyl ester). Starting materials: CN(C)c1ccncc1, CCCOC(=O)Cl, CCCCc1nn(-c2cc(N)ccc2Cl)c(=O)n1Cc1ccc(-c2ccccc2S(=O)(=O)NC(=O)c2ccccc2Cl)cc1, c1ccncc1. The product is CCCCc1nn(-c2cc(NC(=O)OCCC)ccc2Cl)c(=O)n1Cc1ccc(-c2ccccc2S(=O)(=O)NC(=O)c2ccccc2Cl)cc1. RXN SMILES: [CH3:52][N:53]([c:54]1[cH:55][cH:56][n:57][cH:58][cH:59]1)[CH3:60].[Cl:45][C:46](=[O:47])[O:48][CH2:49][CH2:50][CH3:51].[NH2:1][c:2]1[cH:3][cH:4][c:5]([Cl:44])[c:6](-[n:8]2[n:9][c:10]([CH2:40][CH2:41][CH2:42][CH3:43])[n:11]([CH2:14][c:15]3[cH:16][cH:17][c:18](-[c:21]4[c:22]([S:27]([NH:28][C:29]([c:30]5[c:31]([Cl:36])[cH:32][cH:33][cH:34][cH:35]5)=[O:37])(=[O:38])=[O:39])[cH:23][cH:24][cH:25][cH:26]4)[cH:19][cH:20]3)[c:12]2=[O:13])[cH:7]1.[cH:61]1[cH:62][cH:63][n:64][cH:65][cH:66]1>>[NH:1]([c:2]1[cH:3][cH:4][c:5]([Cl:44])[c:6](-[n:8]2[n:9][c:10]([CH2:40][CH2:41][CH2:42][CH3:43])[n:11]([CH2:14][c:15]3[cH:16][cH:17][c:18](-[c:21]4[c:22]([S:27]([NH:28][C:29]([c:30]5[c:31]([Cl:36])[cH:32][cH:33][cH:34][cH:35]5)=[O:37])(=[O:38])=[O:39])[cH:23][cH:24][cH:25][cH:26]4)[cH:19][cH:20]3)[c:12]2=[O:13])[cH:7]1)[C:46](=[O:47])[O:48][CH2:49][CH2:50][CH3:51]. Starting materials: BrC=1C=C(C=CC1)C1=NC=2C(=NC=CC2)N1CC(=O)O (2-(3-bromophenyl)-3H-imidazo[4,5-b]pyridine-3-acetic acid), C(=O)(N1C=NC=C1)N1C=NC=C1 (1,1'-carbonyldiimidazole), O1CCCC1 (tetrahydrofuran), CN1CCNCC1 (N-methylpiperazine), O1CCCC1 (tetrahydrofuran). Reaction conditions: time 3 hour. Product: C(\C=C\C(=O)O)(=O)O.BrC=1C=C(C=CC1)C1=NC=2C(=NC=CC2)N1CC(=O)N1CCN(CC1)C (2-(3-Bromophenyl)-3-[2-(4-methyl-1-piperazinyl)-2-oxoethyl]-3H-imidazo[4,5-b]pyridine fumarate). Isolated yield 45.0%. Reaction SMILES: [Br:1][C:2]1[CH:3]=[C:4]([C:8]2[N:16]([CH2:17][C:18]([OH:20])=[O:19])[C:11]3=[N:12][CH:13]=[CH:14][CH:15]=[C:10]3[N:9]=2)[CH:5]=[CH:6][CH:7]=1.C(N1C=CN=C1)(N1C=CN=C1)=[O:22].[CH3:33][N:34]1[CH2:39][CH2:38][NH:37][CH2:36][CH2:35]1.[O:40]1[CH2:44][CH2:43]CC1>>[C:44]([OH:40])(=[O:22])/[CH:43]=[CH:17]/[C:18]([OH:20])=[O:19].[Br:1][C:2]1[CH:3]=[C:4]([C:8]2[N:16]([CH2:17][C:18]([N:37]3[CH2:38][CH2:39][N:34]([CH3:33])[CH2:35][CH2:36]3)=[O:20])[C:11]3=[N:12][CH:13]=[CH:14][CH:15]=[C:10]3[N:9]=2)[CH:5]=[CH:6][CH:7]=1 |f:4.5|. Reported procedure: A suspension of 2-(3-bromophenyl)-3H-imidazo[4,5-b]pyridine-3-acetic acid (3.00 g, 0.0090 mole), 1,1'-carbonyldiimidazole (1.46 g, 0.0090 mole) and anhydrous tetrahydrofuran (50 ml) was stirred at room temperature with a stream of nitrogen bubbling through the mixture for 3 hrs. A solution of N-methylpiperazine (0.90 g, 0.0090 mole) in 10 ml of tetrahydrofuran (dry) was added and stirring continued at room temperature overnight. The tetrahydrofuran was evaporated and the residue dissolved in met... The reactants are C(C)(C)N(C(C)C)CC (N,N-diisopropylethylamine), ClC(=O)OC1=CC=C(C=C1)[N+](=O)[O-] (4-nitrophenyl chloroformate), OCC1=CC(=NO1)C(=O)OCC (ethyl 5-hydroxymethylisoxazole-3-carboxylate), ClC(C)Cl (dichloroethane). Yields the product NC1CC2(CN(C2)C(=O)OC(C)(C)C)C1 (tert-butyl 6-amino-2-azaspiro[3.3]heptane-2-carboxylate). RXN SMILES: [CH:1]([N:4](CC)C(C)C)(C)C.Cl[C:11]([O:13][C:14]1[CH:19]=CC([N+]([O-])=O)=C[CH:15]=1)=[O:12].O[CH2:24][C:25]1O[N:28]=[C:27]([C:30](OCC)=O)[CH:26]=1.Cl[CH:36](Cl)C>>[NH2:28][CH:27]1[CH2:26][C:25]2([CH2:24][N:4]([C:11]([O:13][C:14]([CH3:15])([CH3:19])[CH3:36])=[O:12])[CH2:1]2)[CH2:30]1. Reported procedure: 0.341 g (2.64 mmol) of N,N-diisopropylethylamine and 0.265 g (1.32 mmol) of 4-nitrophenyl chloroformate are added to a solution of 0.226 g (1.32 mmol) of ethyl 5-hydroxymethylisoxazole-3-carboxylate in 10 mL of dichloroethane. Stirring is continued at room temperature for hours and 0.280 g (1.32 mmol) of tert-butyl 6-amino-2-azaspiro[3.3]heptane-2-carboxylate, obtained in step 11.6., dissolved in 4 mL of dichloroethane, is then added. Stirring is continued at room temperature for 4 hours. Water ... Run at time 2 minute. Product: C(C1=CC=CC=C1)N1C2=CC=CC(=C2C=2C(=C3C(=CC12)C=CC=C3)OCC(=O)OC)C(N)=O ((5-Benzyl-1-carbamoyl-5H-benzo[b]carbazol-11-yloxy)-acetic acid, methyl ester). Reactants: BrCC(=O)OC (methyl bromoacetate), C([O-])([O-])=O.[Cs+].[Cs+] (Cesium carbonate), C(C1=CC=CC=C1)N1C=2C=CC=C(C2C=2C(=C3C(=CC12)C=CC=C3)O)C(=O)N (5-benzyl-11-hydroxy-5H-benzo[b]carbazole-1-carboxylic acid amide), resultant mixture. Run in CN(C)C=O (DMF), C(C)(=O)OCC (ethyl acetate). Procedure: 40% Methanolic Triton B (0.378 mL, 0.832 mM) was added to a solution of 5-benzyl-11-hydroxy-5H-benzo[b]carbazole-1-carboxylic acid amide, (0.235 g, 0.64 mM) in 5 mL DMF at room temperature. After 2 minutes, methyl bromoacetate (0.125 mL, 0.202 g, 1.28 mM) was added and the resultant mixture stirred at room temperature for 2 h. Cesium carbonate (0.105 g, 0.32 mM) was then added as a solid, and the mixture allowed to stir at room temperature for an additional 1 h. The mixture was diluted with ethy... RXN SMILES: [CH2:1]([N:8]1[C:20]2[CH:19]=[C:18]3[CH:21]=[CH:22][CH:23]=[CH:24][C:17]3=[C:16]([OH:25])[C:15]=2[C:14]2[C:13]([C:26]([NH2:28])=[O:27])=[CH:12][CH:11]=[CH:10][C:9]1=2)[C:2]1[CH:7]=[CH:6][CH:5]=[CH:4][CH:3]=1.Br[CH2:30][C:31]([O:33][CH3:34])=[O:32].C(=O)([O-])[O-].[Cs+].[Cs+]>CN(C=O)C.C(OCC)(=O)C>[CH2:1]([N:8]1[C:20]2[CH:19]=[C:18]3[CH:21]=[CH:22][CH:23]=[CH:24][C:17]3=[C:16]([O:25][CH2:30][C:31]([O:33][CH3:34])=[O:32])[C:15]=2[C:14]2[C:9]1=[CH:10][CH:11]=[CH:12][C:13]=2[C:26](=[O:27])[NH2:28])[C:2]1[CH:3]=[CH:4][CH:5]=[CH:6][CH:7]=1 |f:2.3.4|. Yield: 53.7%. Starting materials: CC1=C(C=2C(=NC=CC2)N1)C (2,3-dimethylpyrrolo [2,3-b]pyridine), BrC1=CC=C(C(CBr)=O)C=C1 (p-bromophenacyl bromide). Yields the product Br.CC1=C(C=2C(N(C=CC2)CC(=O)C2=CC=C(C=C2)Br)=N1)C (2,3-Dimethyl-7-(p-bromophenacyl)pyrrolo[2,3-b]pyridine, hydrobromide). Reaction SMILES: [CH3:1][C:2]1[NH:10][C:5]2=[N:6][CH:7]=[CH:8][CH:9]=[C:4]2[C:3]=1[CH3:11].[Br:12][C:13]1[CH:22]=[CH:21][C:16]([C:17](=[O:20])[CH2:18]Br)=[CH:15][CH:14]=1>>[BrH:12].[CH3:1][C:2]1[N:10]=[C:5]2[N:6]([CH2:18][C:17]([C:16]3[CH:21]=[CH:22][C:13]([Br:12])=[CH:14][CH:15]=3)=[O:20])[CH:7]=[CH:8][CH:9]=[C:4]2[C:3]=1[CH3:11] |f:2.3|. Reported procedure: This compound was prepared by reacting 2,3-dimethylpyrrolo [2,3-b]pyridine with p-bromophenacyl bromide following the procedure in example 8. The reactants are CI, CC(C)=O, [Na+], [OH-], COCCOC(=O)C1=C(O)c2ccccc2S(=O)(=O)N1. The product is COCCOC(=O)C1=C(O)c2ccccc2S(=O)(=O)N1C. RXN SMILES: [CH3:21][I:22].[CH3:25][C:26](=[O:27])[CH3:28].[Na+:24].[OH-:23].[OH:1][C:2]1=[C:3]([C:14](=[O:15])[O:16][CH2:17][CH2:18][O:19][CH3:20])[NH:4][S:5](=[O:12])(=[O:13])[c:6]2[c:7]1[cH:8][cH:9][cH:10][cH:11]2>>[OH:1][C:2]1=[C:3]([C:14](=[O:15])[O:16][CH2:17][CH2:18][O:19][CH3:20])[N:4]([CH3:21])[S:5](=[O:12])(=[O:13])[c:6]2[c:7]1[cH:8][cH:9][cH:10][cH:11]2. Starting materials: COC(C1=CN=C(C=C1)OCC=1C(=NOC1C(F)(F)F)C1=CC=CC=C1)=O (6-(3-phenyl-5-trifluoromethyl-isoxazol-4-ylmethoxy)-nicotinic acid methyl ester), COC(C1=CN=C(C=C1)OCC=1C(=NOC1C)C1=CC(=CC=C1)F)=O (6-[3-(3-fluoro-phenyl)-5-methyl-isoxazol-4-ylmethoxy]-nicotinic acid methyl ester), NC1CCOCC1 (4-aminotetrahydropyran). Yields the product C1(=CC=CC=C1)C1=NOC(=C1COC1=NC=C(C(=O)NC2CCOCC2)C=C1)C(F)(F)F (6-(3-Phenyl-5-trifluoromethyl-isoxazol-4-ylmethoxy)-N-(tetrahydro-pyran-4-yl)-nicotinamide). The yield is 94.0%. Reaction SMILES: CO[C:3](=[O:27])[C:4]1[CH:9]=[CH:8][C:7]([O:10][CH2:11][C:12]2[C:13]([C:21]3[CH:26]=[CH:25][CH:24]=[CH:23][CH:22]=3)=[N:14][O:15][C:16]=2[C:17]([F:20])([F:19])[F:18])=[N:6][CH:5]=1.COC(=O)C1C=CC(OC[C:39]2[C:40]([C:45]3[CH:50]=CC=C(F)C=3)=[N:41][O:42][C:43]=2C)=NC=1.NC1CCOCC1>>[C:21]1([C:13]2[C:12]([CH2:11][O:10][C:7]3[CH:8]=[CH:9][C:4]([C:3]([NH:41][CH:40]4[CH2:45][CH2:50][O:42][CH2:43][CH2:39]4)=[O:27])=[CH:5][N:6]=3)=[C:16]([C:17]([F:19])([F:20])[F:18])[O:15][N:14]=2)[CH:26]=[CH:25][CH:24]=[CH:23][CH:22]=1. Procedure: As described for example 90, 6-(3-phenyl-5-trifluoromethyl-isoxazol-4-ylmethoxy)-nicotinic acid methyl ester (100 mg, 0.26 mmol), instead of 6-[3-(3-fluoro-phenyl)-5-methyl-isoxazol-4-ylmethoxy]-nicotinic acid methyl ester was converted, using 4-aminotetrahydropyran instead of cyclopropylmethylamine, to the title compound (111 mg, 94%) which was obtained as a white solid. MS: m/e=448.3 [M+H]+. Starting materials: NC1=NC(=C(C=C1C#N)F)NC(C)(C)C (2-amino-6-t-butylamino-3-cyano-5-fluoropyridine), C(C)OC=C(C(=O)OCC)C(C1=C(C(=C(C(=C1)F)F)Cl)F)=O (ethyl 3-ethoxy-2-(3-chloro-2,4,5-trifluorobenzoyl)acrylate). The solvent is C(C)O (ethanol), C(C)O (ethanol). Reaction conditions: time 8 hour. Yields the product C(C)(C)(C)NC1=C(C=C(C(=N1)N1C(C(C(C2=CC(=C(C(=C12)Cl)F)F)=O)C(=O)OCC)=O)C#N)F (ethyl 1-(6-t-butylamino-3-cyano-5-fluoropyridin-2-yl)-8-chloro-6,7-difluoro-1,4-dihydro-4-oxoquinolone-3-carboxylate). The yield is 45.4%. Reaction SMILES: [NH2:1][C:2]1[C:7]([C:8]#[N:9])=[CH:6][C:5]([F:10])=[C:4]([NH:11][C:12]([CH3:15])([CH3:14])[CH3:13])[N:3]=1.C([O:18][CH:19]=[C:20]([C:26](=[O:37])[C:27]1[CH:32]=[C:31]([F:33])[C:30]([F:34])=[C:29]([Cl:35])[C:28]=1F)[C:21]([O:23][CH2:24][CH3:25])=[O:22])C>C(O)C>[C:12]([NH:11][C:4]1[N:3]=[C:2]([N:1]2[C:28]3[C:27](=[CH:32][C:31]([F:33])=[C:30]([F:34])[C:29]=3[Cl:35])[C:26](=[O:37])[CH:20]([C:21]([O:23][CH2:24][CH3:25])=[O:22])[C:19]2=[O:18])[C:7]([C:8]#[N:9])=[CH:6][C:5]=1[F:10])([CH3:15])([CH3:14])[CH3:13]. Procedure: A solution of 300 mg of unpurified 2-amino-6-t-butylamino-3-cyano-5-fluoropyridine in 2 ml ethanol was added dropwise to a solution of 420 mg of ethyl 3-ethoxy-2-(3-chloro-2,4,5-trifluorobenzoyl)acrylate in 2 ml ethanol at room temperature, and the mixture was stirred overnight. The solvent was distilled off the reaction solution, and to the residue were added 3 ml of N,N-dimethylformamide and 210 mg of potassium carbonate, and the mixture was stirred at room temperature for 90 minutes and 80° C... Reactants: [OH-].[Na+] (sodium hydroxide), CN1CCOCC1 (4-methylmorpholine), ClC(=O)OCC (ethyl chloroformate), C1(=CC=CC=C1)C=1OC(=C(N1)C(=O)O)C(F)(F)F (2-phenyl-5-(trifluoromethyl)-1,3-oxazole-4-carboxylic acid), solution, [H-].[Al+3].[Li+].[H-].[H-].[H-] (lithium aluminum hydride). Run in O (water), C1CCOC1 (THF), C1CCOC1 (THF). Run at temperature -10 celsius, time 1 hour. The product is C1(=CC=CC=C1)C=1OC(=C(N1)CO)C(F)(F)F ([2-Phenyl-5-(trifluoromethyl)-1,3-oxazol-4-yl]methanol). As a reaction SMILES: [C:1]1([C:7]2[O:8][C:9]([C:15]([F:18])([F:17])[F:16])=[C:10]([C:12](O)=[O:13])[N:11]=2)[CH:6]=[CH:5][CH:4]=[CH:3][CH:2]=1.CN1CCOCC1.ClC(OCC)=O.[H-].[Al+3].[Li+].[H-].[H-].[H-].[OH-].[Na+]>C1COCC1.O>[C:1]1([C:7]2[O:8][C:9]([C:15]([F:17])([F:18])[F:16])=[C:10]([CH2:12][OH:13])[N:11]=2)[CH:2]=[CH:3][CH:4]=[CH:5][CH:6]=1 |f:3.4.5.6.7.8,9.10|. Procedure: 500 mg (1.94 mmol) of 2-phenyl-5-(trifluoromethyl)-1,3-oxazole-4-carboxylic acid are dissolved in 40 ml of dry THF and cooled to −10° C. 197 mg (1.94 mmol) of 4-methylmorpholine and 211 mg (1.94 mmol) of ethyl chloroformate are added. The reaction solution is stirred at −10° C. for 1 h. 3.9 ml (3.89 mmol) of a 1 M solution of lithium aluminum hydride in THF are then slowly added dropwise. The reaction mixture is stirred overnight and slowly allowed to warm to RT. The mixture is then once more co...